This data is from the Open Reaction Database (ORD), a public repository of structured organic reaction records. The task is: describe an organic reaction: reactants, conditions, products, and yield The reactants are C(C)OC(=O)C=1C=NC(=CC1NC(C(F)(F)F)=O)N(C=1C=NC(=CC1)N1CCOCC1)CC1=CC=C(C=C1)OC (6-[4-methoxybenzyl-(6-morpholinopyridin-3-yl)amino]-4-[(trifluoroacetyl)amino]pyridine-3-carboxylic acid ethyl ester). Solvent: CO (methanol), C([O-])([O-])=O.[K+].[K+] (potassium carbonate), O (water), O (water). Reaction conditions: time 4 hour. The product is C(C)OC(=O)C=1C=NC(=CC1N)N(C=1C=NC(=CC1)N1CCOCC1)CC1=CC=C(C=C1)OC (4-amino-6-[4-methoxybenzyl-(6-morpholinopyridin-3-yl)amino]pyridine-3-carboxylic acid ethyl ester). The yield is 99.4%. RXN SMILES: [CH2:1]([O:3][C:4]([C:6]1[CH:7]=[N:8][C:9]([N:19]([CH2:32][C:33]2[CH:38]=[CH:37][C:36]([O:39][CH3:40])=[CH:35][CH:34]=2)[C:20]2[CH:21]=[N:22][C:23]([N:26]3[CH2:31][CH2:30][O:29][CH2:28][CH2:27]3)=[CH:24][CH:25]=2)=[CH:10][C:11]=1[NH:12]C(=O)C(F)(F)F)=[O:5])[CH3:2]>CO.C(=O)([O-])[O-].[K+].[K+].O>[CH2:1]([O:3][C:4]([C:6]1[CH:7]=[N:8][C:9]([N:19]([CH2:32][C:33]2[CH:34]=[CH:35][C:36]([O:39][CH3:40])=[CH:37][CH:38]=2)[C:20]2[CH:21]=[N:22][C:23]([N:26]3[CH2:27][CH2:28][O:29][CH2:30][CH2:31]3)=[CH:24][CH:25]=2)=[CH:10][C:11]=1[NH2:12])=[O:5])[CH3:2] |f:2.3.4|. Procedure: 51 mg of 6-[4-methoxybenzyl-(6-morpholinopyridin-3-yl)amino]-4-[(trifluoroacetyl)amino]pyridine-3-carboxylic acid ethyl ester was dissolved in 5 mL of methanol, to which 3 mL of 2 mol/L potassium carbonate in water was added, and stirred at room temperature for 4 hours. To the reaction mixture water was added, extracted with ethyl acetate, the extract was washed with saturated saline, and dried on anhydrous sodium sulfate. The solvent was evaporated to obtain 42 mg (yield 100%) of the title comp... Starting materials: C1(=CC=C(C=C1)S(=O)(=O)Cl)C (p-toluenesulfonyl chloride), C1(=CC=CC=C1)C1OC(CN1CCC1=CC(=C(C=C1)OC)OC)CO (2-phenyl-3-(3,4-dimethoxyphenylethyl)-5-(hydroxymethyl)oxazolidine), C(=O)([O-])[O-].[K+].[K+] (K2CO3). Solvent: N1=CC=CC=C1 (pyridine), O (H2O). Reaction conditions: temperature 25 celsius, time 3 hour. The product is S(C)(=O)(=O)[O-].O1[C-]=NC(C1)=O (oxazolidone mesylate). Yield: 266.6%. As a reaction SMILES: C1([CH:7]2[N:11](CCC3C=CC(OC)=C(OC)C=3)C[CH:9](CO)[O:8]2)C=CC=CC=1.C1(C)C=C[C:29]([S:32](Cl)(=[O:34])=[O:33])=CC=1.[C:37]([O-:40])([O-])=[O:38].[K+].[K+]>N1C=CC=CC=1.O>[S:32]([O-:34])(=[O:38])(=[O:33])[CH3:29].[O:8]1[CH2:9][C:37](=[O:40])[N:11]=[C-:7]1 |f:2.3.4,7.8|. Procedure details: A solution of 2-phenyl-3-(3,4-dimethoxyphenylethyl)-5-(hydroxymethyl)oxazolidine 1 (25.76 g, 0.075 m) in pyridine (30 ml) was cooled to 10° C. and p-toluenesulfonyl chloride (14.30 g, 0.075 m) was added over 30 minutes, keeping the temperature below 25° C. After stirring at 25° C. for 3 hours, a cold solution of K2CO3 (10.37 g, 0.075 m) in H2O (70 mL) was added and the mixture was extracted with CHCl3 (3×125 mL). The extracts were washed with H2O, dried and concentrated under reduced pressure be... Reactants: C(C)C(C(C(=O)OCC1=CC=C(C=C1)OC)O)CC (3-Ethyl-2-hydroxyvaleric Acid, 4-methoxybenzyl Ester), FC(S(=O)(=O)OS(=O)(=O)C(F)(F)F)(F)F (trifluoromethanesulfonic anhydride), N1=C(C=CC=C1C)C (2,6-lutidine), CCN(C(C)C)C(C)C (DIEA), [Si](C)(C)(C(C)(C)C)OC[C@H]1CNC[C@@H]1C1=CC(=CC=C1)F (3-(R)-t-butyldimethylsilyloxymethyl-4-(S)-(3-fluorophenyl)pyrrolidine). Run in C(Cl)Cl (CH2Cl2), C(Cl)Cl (CH2Cl2). Reaction conditions: time 5 minute. Yields the product [Si](C)(C)(C(C)(C)C)OC[C@H]1CN(C[C@@H]1C1=CC(=CC=C1)F)C(C(=O)OCC1=CC=C(C=C1)OC)C(CC)CC (2-(3-(R)-t-Butydimethylsilyloxymethyl-4-(S)-(3-fluorophenyl)pyrrolidin-1-yl)-3-ethylvaleric Acid, 4-methoxybenzyl Ester). The yield is 67.3%. Reaction SMILES: [CH2:1]([CH:3]([CH2:18][CH3:19])[CH:4](O)[C:5]([O:7][CH2:8][C:9]1[CH:14]=[CH:13][C:12]([O:15][CH3:16])=[CH:11][CH:10]=1)=[O:6])[CH3:2].FC(F)(F)S(OS(C(F)(F)F)(=O)=O)(=O)=O.N1C(C)=CC=CC=1C.CCN(C(C)C)C(C)C.[Si:52]([O:59][CH2:60][C@@H:61]1[C@@H:65]([C:66]2[CH:71]=[CH:70][CH:69]=[C:68]([F:72])[CH:67]=2)[CH2:64][NH:63][CH2:62]1)([C:55]([CH3:58])([CH3:57])[CH3:56])([CH3:54])[CH3:53]>C(Cl)Cl>[Si:52]([O:59][CH2:60][C@@H:61]1[C@@H:65]([C:66]2[CH:71]=[CH:70][CH:69]=[C:68]([F:72])[CH:67]=2)[CH2:64][N:63]([CH:4]([CH:3]([CH2:18][CH3:19])[CH2:1][CH3:2])[C:5]([O:7][CH2:8][C:9]2[CH:14]=[CH:13][C:12]([O:15][CH3:16])=[CH:11][CH:10]=2)=[O:6])[CH2:62]1)([C:55]([CH3:58])([CH3:57])[CH3:56])([CH3:54])[CH3:53]. Procedure details: A solution of 0.82 g (2.93 mmol) of 3-Ethyl-2-hydroxyvaleric acid, 4-methoxybenzyl ester (step B) in 5 mL of dry CH2Cl2 was cooled in a −78° C. bath and 0.6 mL (3.57 mmol) of trifluoromethanesulfonic anhydride was added. After 5 min, 0.46 mL (4 mmol) of 2,6-lutidine was added and stirred for 15 min. To this solution, 1.3 mL (7.47 mmol) of DIEA was added and after 10 min a solution of 0.907 g (2.93 mmol) of 3-(R)-t-butyldimethylsilyloxymethyl-4-(S)-(3-fluorophenyl)pyrrolidine in 5 mL of CH2Cl2 wa... The reactants are FC1=CC=2C(C3=CC4=CC=CC=C4C=C3C(C2C=C1)=O)=O (2-fluoro-naphthacene-5,12-dione), C(CCCCCCC)O (1-octanol), C([O-])([O-])=O.[K+].[K+] (potassium carbonate), CS(=O)C (dimethyl sulfoxide). Solvent: C1(=CC=CC=C1)C (toluene). The product is C(CCCCCCC)OC1=CC=2C(C3=CC4=CC=CC=C4C=C3C(C2C=C1)=O)=O (2-n-Octyloxy-naphthacene-5,12-dione). Reaction SMILES: F[C:2]1[CH:19]=[CH:18][C:17]2[C:16](=[O:20])[C:15]3[C:6](=[CH:7][C:8]4[C:13]([CH:14]=3)=[CH:12][CH:11]=[CH:10][CH:9]=4)[C:5](=[O:21])[C:4]=2[CH:3]=1.[CH2:22]([OH:30])[CH2:23][CH2:24][CH2:25][CH2:26][CH2:27][CH2:28][CH3:29].C(=O)([O-])[O-].[K+].[K+].CS(C)=O>C1(C)C=CC=CC=1>[CH2:22]([O:30][C:2]1[CH:19]=[CH:18][C:17]2[C:16](=[O:20])[C:15]3[C:6](=[CH:7][C:8]4[C:13]([CH:14]=3)=[CH:12][CH:11]=[CH:10][CH:9]=4)[C:5](=[O:21])[C:4]=2[CH:3]=1)[CH2:23][CH2:24][CH2:25][CH2:26][CH2:27][CH2:28][CH3:29] |f:2.3.4|. Reported procedure: 20 g (72.4 mmol) of 2-fluoro-naphthacene-5,12-dione, 94.3 g of 1-octanol, 30.01 g (217.2 mmol) of anhydrous potassium carbonate and 200 ml of dimethyl sulfoxide (DMSO) are stirred at a bath temperature of 100° C. for 20 hours. The reaction mixture is cooled, toluene/dilute hydrochloric acid are added and the organic phase is separated off, washed twice with water, dried with sodium sulfate and evaporated. The residue is washed with pentane and recrystallized from cyclohexane. Yield: 22.9 g (82%)... Starting materials: COC(=O)c1ccc(I)cc1, Cc1ccccc1, CCOC(C)=O, CO, [Na+], [Na+], O=C([O-])[O-], Cl[Pd]Cl, c1ccc(P(c2ccccc2)c2ccccc2)cc1, c1ccc(P(c2ccccc2)c2ccccc2)cc1, OB(O)c1cccnc1. The product is COC(=O)c1ccc(-c2cccnc2)cc1. As a reaction SMILES: [CH3:1][O:2][C:3]([c:4]1[cH:5][cH:6][c:7]([I:10])[cH:8][cH:9]1)=[O:11].[CH3:21][c:22]1[cH:23][cH:24][cH:25][cH:26][cH:27]1.[CH3:34][CH2:35][O:36][C:37](=[O:38])[CH3:39].[CH3:81][OH:82].[Na+:28].[Na+:29].[O-:30][C:31](=[O:32])[O-:33].[Pd:40]([Cl:41])[Cl:42].[c:43]1([P:44]([c:45]2[cH:46][cH:47][cH:48][cH:49][cH:50]2)[c:51]2[cH:52][cH:53][cH:54][cH:55][cH:56]2)[cH:57][cH:58][cH:59][cH:60][cH:61]1.[c:62]1([P:63]([c:64]2[cH:65][cH:66][cH:67][cH:68][cH:69]2)[c:70]2[cH:71][cH:72][cH:73][cH:74][cH:75]2)[cH:76][cH:77][cH:78][cH:79][cH:80]1.[n:12]1[cH:13][c:14]([B:18]([OH:19])[OH:20])[cH:15][cH:16][cH:17]1>>[CH3:1][O:2][C:3]([c:4]1[cH:5][cH:6][c:7](-[c:14]2[cH:13][n:12][cH:17][cH:16][cH:15]2)[cH:8][cH:9]1)=[O:11]. Starting materials: ClC=1C(=CC(=C(C1)NC(=O)C=1C(N(C=CC1OCC)C1=CC=C(C=C1)F)=O)F)OC1=CC(=NC=C1)Cl (N-(5-chloro-4-((2-chloropyridin-4-yl)oxy)-2-fluorophenyl)-4-ethoxy-1-(4-fluorophenyl)-2-oxo-1,2-dihydropyridine-3-carboxamide), CC1(C2=C(C(=CC=C2)P(C3=CC=CC=C3)C4=CC=CC=C4)OC5=C(C=CC=C51)P(C6=CC=CC=C6)C7=CC=CC=C7)C (Xantphos), C(CC)(=O)N (propionamide), C(=O)([O-])[O-].[Cs+].[Cs+] (Cs2CO3). The reagents and catalysts are C=1C=CC(=CC1)/C=C/C(=O)/C=C/C2=CC=CC=C2.C=1C=CC(=CC1)/C=C/C(=O)/C=C/C2=CC=CC=C2.C=1C=CC(=CC1)/C=C/C(=O)/C=C/C2=CC=CC=C2.[Pd].[Pd] (Pd2(dba)3). Run in O1CCOCC1 (dioxane). The product is ClC=1C(=CC(=C(C1)NC(=O)C=1C(N(C=CC1OCC)C1=CC=C(C=C1)F)=O)F)OC1=CC(=NC=C1)NC(CC)=O (N-(5-chloro-2-fluoro-4-((2-propionamidopyridin-4-yl)oxy)phenyl)-4-ethoxy-1-(4-fluorophenyl)-2-oxo-1,2-dihydropyridine-3-carboxamide). The yield is 16.8%. Reaction SMILES: [Cl:1][C:2]1[C:3]([O:29][C:30]2[CH:35]=[CH:34][N:33]=[C:32](Cl)[CH:31]=2)=[CH:4][C:5]([F:28])=[C:6]([NH:8][C:9]([C:11]2[C:12](=[O:27])[N:13]([C:20]3[CH:25]=[CH:24][C:23]([F:26])=[CH:22][CH:21]=3)[CH:14]=[CH:15][C:16]=2[O:17][CH2:18][CH3:19])=[O:10])[CH:7]=1.[C:37]([NH2:41])(=[O:40])[CH2:38][CH3:39].C([O-])([O-])=O.[Cs+].[Cs+].CC1(C)C2C(=C(P(C3C=CC=CC=3)C3C=CC=CC=3)C=CC=2)OC2C(P(C3C=CC=CC=3)C3C=CC=CC=3)=CC=CC1=2>C1C=CC(/C=C/C(/C=C/C2C=CC=CC=2)=O)=CC=1.C1C=CC(/C=C/C(/C=C/C2C=CC=CC=2)=O)=CC=1.C1C=CC(/C=C/C(/C=C/C2C=CC=CC=2)=O)=CC=1.[Pd].[Pd].O1CCOCC1>[Cl:1][C:2]1[C:3]([O:29][C:30]2[CH:35]=[CH:34][N:33]=[C:32]([NH:41][C:37](=[O:40])[CH2:38][CH3:39])[CH:31]=2)=[CH:4][C:5]([F:28])=[C:6]([NH:8][C:9]([C:11]2[C:12](=[O:27])[N:13]([C:20]3[CH:25]=[CH:24][C:23]([F:26])=[CH:22][CH:21]=3)[CH:14]=[CH:15][C:16]=2[O:17][CH2:18][CH3:19])=[O:10])[CH:7]=1 |f:2.3.4,6.7.8.9.10|. Procedure: Using the procedure of Example 12, N-(5-chloro-4-((2-chloropyridin-4-yl)oxy)-2-fluorophenyl)-4-ethoxy-1-(4-fluorophenyl)-2-oxo-1,2-dihydropyridine-3-carboxamide (0.05 g, 0.094 mmol), propionamide (10 mg, 0.14 mmol), Cs2CO3 (0.05 g, 0.14 mmol), Xantphos (6 mg, 0.010 mmol), Pd2(dba)3 (5 mg, 0.005 mmol) and dioxane (2 mL) were combined to obtain N-(5-chloro-2-fluoro-4-((2-propionamidopyridin-4-yl)oxy)phenyl)-4-ethoxy-1-(4-fluorophenyl)-2-oxo-1,2-dihydropyridine-3-carboxamide (9 mg, 16% yield). 1H N... Starting materials: N1(C=NC=C1)CCOC1=C(C=C2C(N(C=NC2=C1)COC(C(C)(C)C)=O)=O)OC (7-(2-(imidazol-1-yl)ethoxy)-6-methoxy-3-((pivaloyloxy)methyl)-3,4-dihydroquinazolin-4-one). Solvent: N (ammonia). The product is N1(C=NC=C1)CCOC1=C(C=C2C(NC=NC2=C1)=O)OC (7-(2-(imidazol-1-yl)ethoxy)-6-methoxy-3,4-dihydroquinazolin-4-one). Yield: 89.9%. Reaction SMILES: [N:1]1([CH2:6][CH2:7][O:8][C:9]2[CH:18]=[C:17]3[C:12]([C:13](=[O:27])[N:14](COC(=O)C(C)(C)C)[CH:15]=[N:16]3)=[CH:11][C:10]=2[O:28][CH3:29])[CH:5]=[CH:4][N:3]=[CH:2]1>N>[N:1]1([CH2:6][CH2:7][O:8][C:9]2[CH:18]=[C:17]3[C:12]([C:13](=[O:27])[NH:14][CH:15]=[N:16]3)=[CH:11][C:10]=2[O:28][CH3:29])[CH:5]=[CH:4][N:3]=[CH:2]1. Procedure: A solution of 7-(2-(imidazol-1-yl)ethoxy)-6-methoxy-3-((pivaloyloxy)methyl)-3,4-dihydroquinazolin-4-one (640 mg, 1.6 mmol) in saturated methanolic ammonia (10 ml) was stirred for 15 hours at ambient temperature. The volatiles were removed by evaporation, the solid was triturated with ether, collected by filtration and dried under vacuum to give 7-(2-(imidazol-1-yl)ethoxy)-6-methoxy-3,4-dihydroquinazolin-4-one (412 mg, 90%).